Dataset: the Open Reaction Database (ORD), a public repository of structured organic reaction records. Task: describe an organic reaction: reactants, conditions, products, and yield RXN SMILES: S(=O)(=O)(O)O.[N+:6]([C:9]1[CH:14]=[CH:13][C:12]([C:15]2[CH:20]=[CH:19][C:18]([N+:21]([O-:23])=[O:22])=[CH:17][CH:16]=2)=[C:11](N)[CH:10]=1)([O-:8])=[O:7].N([O-])=[O:26].[Na+]>O>[N+:6]([C:9]1[CH:14]=[CH:13][C:12]([C:15]2[CH:20]=[CH:19][C:18]([N+:21]([O-:23])=[O:22])=[CH:17][CH:16]=2)=[C:11]([OH:26])[CH:10]=1)([O-:8])=[O:7] |f:2.3|. The solvent is O (water), O (water). Yields the product [N+](=O)([O-])C1=CC(=C(C=C1)C1=CC=C(C=C1)[N+](=O)[O-])O (4,4'-dinitro-2-hydroxybiphenyl). Procedure details: A mixture of 15.0 mL water and 11.0 mL concentrated sulfuric acid was added to 13.0 g of 4,4'-dinitro-2-aminobiphenyl, and the resulting mixture was stirred for 2 hours while heating, whereupon 26.5 g of crushed ice was added. On an ice bath, an aqueous solution of 3.51 g of sodium nitrite was added dropwise to the aforementioned mixture; the resulting system was mixed for 10 minutes and subsequently allowed to stand at quiescence for several minutes. The reaction mixture was then added dropwise... Reaction conditions: time 2 hour. The reactants are S(O)(O)(=O)=O (sulfuric acid), N(=O)[O-].[Na+] (sodium nitrite), [N+](=O)([O-])C1=CC(=C(C=C1)C1=CC=C(C=C1)[N+](=O)[O-])N (4,4'-dinitro-2-aminobiphenyl), ice, S(O)(O)(=O)=O (sulfuric acid). Isolated yield 83.5%.